The task is: describe an organic reaction: reactants, conditions, products, and yield. This data is from the Open Reaction Database (ORD), a public repository of structured organic reaction records. Reactants: C([C@H](O)[C@H](O)[C@@H](O)[C@@H](O)C)O (6-deoxy L-mannitol), C([C@H](O)[C@H](O)[C@@H](O)[C@@H](O)C)O (6-deoxy L-mannitol), O=C[C@H](O)[C@H](O)[C@@H](O)[C@@H](O)C (6-deoxy L-mannose). Product: C([C@H](O)[C@H](O)[C@@H](O)[C@@H](O)C)O (6-deoxy L-mannitol), OCC(=O)[C@H](O)[C@@H](O)[C@@H](O)C (6-deoxy L-fructose), CC(=O)[C@H](O)[C@@H](O)[C@@H](O)CO (1-deoxy L-fructose). As a reaction SMILES: [O:1]=[CH:2][C@@H:3]([C@@H:5]([C@H:7]([C@H:9]([CH3:11])[OH:10])[OH:8])[OH:6])[OH:4].[CH2:12]([OH:22])[C@@H:13]([C@@H:15]([C@H:17]([C@H:19]([CH3:21])[OH:20])[OH:18])[OH:16])[OH:14]>>[CH2:2]([OH:1])[C@@H:3]([C@@H:5]([C@H:7]([C@H:9]([CH3:11])[OH:10])[OH:8])[OH:6])[OH:4].[OH:22][CH2:12][C:13]([C@@H:15]([C@H:17]([C@H:19]([CH3:21])[OH:20])[OH:18])[OH:16])=[O:14].[CH3:11][C:9]([C@@H:7]([C@H:5]([C@H:3]([CH2:2][OH:1])[OH:4])[OH:6])[OH:8])=[O:10]. Procedure details: 6-Deoxy L-mannitol can readily be produced via chemical reduction of 6-deoxy L-mannose. At a productivity close to 99%, 6-deoxy L-mannose is completely converted to 6-deoxy L-mannitol. When the initial concentrations of 6-deoxy L-mannitol were 3%, 4% and 5%, almost 90%, 70% and 65%, respectively of 6-deoxy L-mannitol produced 6-deoxy L-fructose and 1-deoxy L-fructose, using the washed bacterial cell reaction. Product: C12C(CCC(CC1)C2)CCCCC(=O)O (5-(bicyclo[3.2.1]oct-2-yl)pentanoic acid). Reaction SMILES: [CH:1]12[CH2:8][CH:5]([CH2:6][CH2:7]1)[CH2:4][CH2:3][C:2]2=[CH:9][CH2:10][CH2:11][CH2:12][C:13]([OH:15])=[O:14].[H][H]>C(O)C.[Pt]=O>[CH:1]12[CH2:8][CH:5]([CH2:6][CH2:7]1)[CH2:4][CH2:3][CH:2]2[CH2:9][CH2:10][CH2:11][CH2:12][C:13]([OH:15])=[O:14]. The reactants are C12C(CCC(CC1)C2)=CCCCC(=O)O (5-(bicyclo[3.2.1]-oct-2-ylidene)pentanoic acid), [H][H] (hydrogen). Solvent: C(C)O (ethanol). Reported procedure: A solution of 3.4 g (16.3 mmol) of 5-(bicyclo[3.2.1]-oct-2-ylidene)pentanoic acid in 100 ml of absolute ethanol was hydogenated at 50 psi over 300 mg of platinum oxide in a Parr apparatus. After 1.5 hr hydrogen uptake became slow. Afer 4 hr the system was flushed with nitrogen, and the catalyst was removed by filtration through diatomaceous earth filter aid (Celite). The filtrate was evaporated in vacuo to yield 3.25 g (96%) of quite pure 5-(bicyclo[3.2.1]oct-2-yl)pentanoic acid as a colorless o... Reagents/catalysts: [Pt]=O (platinum oxide). The reactants are CC1(C(NC(C2=CC(=CC=C12)NC(=O)C)=O)=O)C (4,4-dimethyl-7-acetamino-2H,4H-isoquinoline-1,3-dione), [N+](=O)(O)[O-] (nitric acid). The product is CC1(C(NC(C2=C(C(=CC=C12)NC(=O)C)[N+](=O)[O-])=O)=O)C (4,4-dimethyl-7-acetamino-8-nitro-2H,4H-isoquinoline-1,3-dione). Isolated yield 85.0%. Reaction SMILES: [CH3:1][C:2]1([CH3:18])[C:11]2[C:6](=[CH:7][C:8]([NH:12][C:13]([CH3:15])=[O:14])=[CH:9][CH:10]=2)[C:5](=[O:16])[NH:4][C:3]1=[O:17].[N+:19]([O-])([OH:21])=[O:20]>>[CH3:1][C:2]1([CH3:18])[C:11]2[C:6](=[C:7]([N+:19]([O-:21])=[O:20])[C:8]([NH:12][C:13]([CH3:15])=[O:14])=[CH:9][CH:10]=2)[C:5](=[O:16])[NH:4][C:3]1=[O:17]. Procedure details: 220 gm of 4,4-dimethyl-7-acetamino-2H,4H-isoquinoline-1,3-dione were added in portions to 800 ml of fuming nitric acid at -20° C. while stirring. The mixture was stirred for one hour at this temperature. Then, the reaction mixture was poured over ice, the precipitate was suction-filtered off, washed neutral with water, dried in the air, and boiled with isopropanol. After cooling, the crystals were suction-filtered off and washed with ether, yielding 222 gm (85% of theory) of 4,4-dimethyl-7-aceta... Starting materials: F[B-](F)(F)F, CCN(C(C)C)C(C)C, COc1ccc(-c2nocc2C(=O)O)cc1, CC1CC(O)(c2ccccc2)CN1, CN(C)C=O, CN(C)C(On1nnc2ccccc21)=[N+](C)C. Yields the product COc1ccc(-c2nocc2C(=O)N2CC(O)(c3ccccc3)CC2C)cc1. RXN SMILES: [B-:26]([F:27])([F:28])([F:29])[F:30].[CH2:17]([N:18]([CH:19]([CH3:20])[CH3:21])[CH:22]([CH3:23])[CH3:24])[CH3:25].[CH3:1][O:2][c:3]1[cH:4][cH:5][c:6](-[c:9]2[n:10][o:11][cH:12][c:13]2[C:14](=[O:15])[OH:16])[cH:7][cH:8]1.[CH3:48][CH:49]1[CH2:50][C:51]([OH:54])([c:55]2[cH:56][cH:57][cH:58][cH:59][cH:60]2)[CH2:52][NH:53]1.[O:61]=[CH:62][N:63]([CH3:64])[CH3:65].[n:31]1([O:32][C:33]([N:34]([CH3:35])[CH3:36])=[N+:37]([CH3:38])[CH3:39])[c:40]2[cH:41][cH:42][cH:43][cH:44][c:45]2[n:46][n:47]1>>[CH3:1][O:2][c:3]1[cH:4][cH:5][c:6](-[c:9]2[n:10][o:11][cH:12][c:13]2[C:14](=[O:16])[N:53]2[CH:49]([CH3:48])[CH2:50][C:51]([OH:54])([c:55]3[cH:56][cH:57][cH:58][cH:59][cH:60]3)[CH2:52]2)[cH:7][cH:8]1. The reactants are ClC1=CC(=C(C(=O)N)C=C1)F (4-Chloro-2-fluorobenzamide), C1(=CC=C(C=C1)S(=O)(=O)O)C (p-toluenesulfonic acid), CC(C)(C)C=O (pivaldehyde), N1N=NC2=C1C=CC=C2 (benzotriazole). Yields the product N1(N=NC2=C1C=CC=C2)C(C(C)(C)C)NC(C2=C(C=C(C=C2)Cl)F)=O (N-[1-(1H-1,2,3benzotriazol-1-yl)-2,2-dimethylpropyl]-4-chloro-2-fluorobenzamide). As a reaction SMILES: [Cl:1][C:2]1[CH:10]=[CH:9][C:5]([C:6]([NH2:8])=[O:7])=[C:4]([F:11])[CH:3]=1.[CH3:12][C:13]([CH:16]=O)([CH3:15])[CH3:14].[NH:18]1[C:22]2[CH:23]=[CH:24][CH:25]=[CH:26][C:21]=2[N:20]=[N:19]1.C1(C)C=CC(S(O)(=O)=O)=CC=1>>[N:18]1([CH:16]([NH:8][C:6](=[O:7])[C:5]2[CH:9]=[CH:10][C:2]([Cl:1])=[CH:3][C:4]=2[F:11])[C:13]([CH3:14])([CH3:15])[CH3:12])[C:22]2[CH:23]=[CH:24][CH:25]=[CH:26][C:21]=2[N:20]=[N:19]1. Reported procedure: 4-Chloro-2-fluorobenzamide, pivaldehyde, benzotriazole and p-toluenesulfonic acid were processed as described in Example 53A to provide the desired product. The reactants are CCO, COc1ccc2c(c1)CCn1c-2cc(Nc2cccc(N)c2)nc1=O, N. Product: COc1ccc2c(c1)CCn1c-2cc(N)nc1=O. As a reaction SMILES: [CH3:27][CH2:28][OH:29].[NH2:1][c:2]1[cH:3][c:4]([NH:8][c:9]2[n:10][c:11](=[O:25])[n:12]3[c:13]([cH:24]2)-[c:14]2[cH:15][cH:16][c:17]([O:22][CH3:23])[cH:18][c:19]2[CH2:20][CH2:21]3)[cH:5][cH:6][cH:7]1.[NH3:26]>>[NH2:8][c:9]1[n:10][c:11](=[O:25])[n:12]2[c:13]([cH:24]1)-[c:14]1[cH:15][cH:16][c:17]([O:22][CH3:23])[cH:18][c:19]1[CH2:20][CH2:21]2. The reactants are COC1=C(C=CC(=C1OC)OC)S(=O)(=O)Cl (2,3,4-trimethoxybenzenesulfonyl chloride), OC=1C=C(N)C=CC1OC (3-hydroxy-4-methoxyaniline). Run in CO (methanol). Run at time 1 hour. The product is OC=1C=C(C=CC1OC)NS(=O)(=O)C1=C(C(=C(C=C1)OC)OC)OC (1-[(3-Hydroxy-4-methoxyphenyl)aminosulfonyl]-2,3,4-trimethoxybenzene). As a reaction SMILES: [CH3:1][O:2][C:3]1[C:8]([O:9][CH3:10])=[C:7]([O:11][CH3:12])[CH:6]=[CH:5][C:4]=1[S:13](Cl)(=[O:15])=[O:14].[OH:17][C:18]1[CH:19]=[C:20]([CH:22]=[CH:23][C:24]=1[O:25][CH3:26])[NH2:21]>CO>[OH:17][C:18]1[CH:19]=[C:20]([NH:21][S:13]([C:4]2[CH:5]=[CH:6][C:7]([O:11][CH3:12])=[C:8]([O:9][CH3:10])[C:3]=2[O:2][CH3:1])(=[O:15])=[O:14])[CH:22]=[CH:23][C:24]=1[O:25][CH3:26]. Reported procedure: To a solution of 2,3,4-trimethoxybenzenesulfonyl chloride (500 mg, 1.88 mmol) in methanol (mL) is added 3-hydroxy-4-methoxyaniline (523 mg, 3.76 mmol) at ambient temperature. The reaction is stirred for 1 h, the solvent is then evaporated and the crude product is purified by flash chromatography over silica.